The task is: describe an organic reaction: reactants, conditions, products, and yield. This data is from the Open Reaction Database (ORD), a public repository of structured organic reaction records. The reactants are CC1=C(C(=O)C2=C(C(=O)O)C=CC=C2)C=CC(=C1)N(CC)CC (2-(2-methyl-4-(diethylamino)benzoyl)benzoic acid), CN(C1=CC(=CC=C1)N(C)C)C (N,N,N',N'-tetramethyl-m-phenylenediamine). Yields the product CN(C1=C(C=CC(=C1)N(C)C)C1(OC(=O)C2=CC=CC=C12)C1=C(C=C(C=C1)N(CC)CC)C)C (3-(2,4-bis(dimethylamino)phenyl)-3-(2-methyl-4-(diethylamino)phenyl)phthalide). As a reaction SMILES: [CH3:1][C:2]1[CH:18]=[C:17]([N:19]([CH2:22][CH3:23])[CH2:20][CH3:21])[CH:16]=[CH:15][C:3]=1[C:4]([C:6]1[CH:14]=[CH:13][CH:12]=[CH:11][C:7]=1[C:8]([OH:10])=[O:9])=O.[CH3:24][N:25]([CH3:35])[C:26]1[CH:31]=[CH:30][CH:29]=[C:28]([N:32]([CH3:34])[CH3:33])[CH:27]=1>>[CH3:33][N:32]([CH3:34])[C:28]1[CH:27]=[C:26]([N:25]([CH3:35])[CH3:24])[CH:31]=[CH:30][C:29]=1[C:4]1([C:3]2[CH:15]=[CH:16][C:17]([N:19]([CH2:22][CH3:23])[CH2:20][CH3:21])=[CH:18][C:2]=2[CH3:1])[C:6]2[C:7](=[CH:11][CH:12]=[CH:13][CH:14]=2)[C:8](=[O:9])[O:10]1. Procedure: In a manner similar to that of part B of Example 1 condensation of 2-(2-methyl-4-(diethylamino)benzoyl)benzoic acid (25 g.) and N,N,N',N'-tetramethyl-m-phenylenediamine (13.2 g.) in contact with acetic anhydride (75 g.) and recrystallization of the resulting product afforded 3-(2,4-bis(dimethylamino)phenyl)-3-(2-methyl-4-(diethylamino)phenyl)phthalide (I: X = (CH3)2N, Y2 = CH3, Y4 = (CH3CH2)2N, Z4 = Z5 = Z6 = Z7 = H) in a first crop from toluene (m.p. 204°-206° C.) and in a second crop from a mi... The reactants are COC(=O)[C@H]1C[C@@H](N(CC1)S(=O)(=O)CCCOC1=CC=C(C=C1)F)C(NO)=O ((2R,4R)-1-[3-(4-fluorophenoxy)-propane-1-sulfonyl]-2-hydroxycarbamoyl-piperidine-4-carboxylic acid methyl ester), O.[OH-].[Li+] (lithium hydroxide monohydrate), resin, CO (methanol). The solvent is CO.O (methanol water). Reaction conditions: time 3 hour. The product is FC1=CC=C(OCCCS(=O)(=O)N2[C@H](C[C@@H](CC2)C(=O)O)C(NO)=O)C=C1 ((2R,4R)-1-[3-(4-fluorophenoxy)-propane-1-sulfonyl]-2-hydroxycarbamoyl-piperidine-4-carboxylic acid). The yield is 95.3%. As a reaction SMILES: C[O:2][C:3]([C@@H:5]1[CH2:10][CH2:9][N:8]([S:11]([CH2:14][CH2:15][CH2:16][O:17][C:18]2[CH:23]=[CH:22][C:21]([F:24])=[CH:20][CH:19]=2)(=[O:13])=[O:12])[C@@H:7]([C:25](=[O:28])[NH:26][OH:27])[CH2:6]1)=[O:4].O.[OH-].[Li+].CO>CO.O>[F:24][C:21]1[CH:20]=[CH:19][C:18]([O:17][CH2:16][CH2:15][CH2:14][S:11]([N:8]2[CH2:9][CH2:10][C@@H:5]([C:3]([OH:4])=[O:2])[CH2:6][C@@H:7]2[C:25](=[O:28])[NH:26][OH:27])(=[O:13])=[O:12])=[CH:23][CH:22]=1 |f:1.2.3,5.6|. Reported procedure: To a stirred, cold (0° C.) solution of (2R,4R)-1-[3-(4-fluorophenoxy)-propane-1-sulfonyl]-2-hydroxycarbamoyl-piperidine-4-carboxylic acid methyl ester (400 mg, 0.96 mmol) in 5 mL of a methanol/water mixture (10:1) was added lithium hydroxide monohydrate (120 mg, 2.88 mmol). After 3 hours at 0° C., prerinsed (methanol) Amberlite resin (4.1 g) was added. The mixture was filtered and the filtrate was concentrated to give 370 mg of (2R,4R)-1-[3-(4-fluorophenoxy)-propane-1-sulfonyl]-2-hydroxycarbamoy...